This data is from the Open Reaction Database (ORD), a public repository of structured organic reaction records. The task is: describe an organic reaction: reactants, conditions, products, and yield Reactants: ( ii ), CC1=NC(=CC=C1N1C(N(C(C1)C(=O)OC(C)(C)C)C)=O)C (1,1-dimethylethyl 1-(2,6-dimethyl-3-pyridinyl)-3-methyl-2-oxo-4-imidazolidinecarboxylate), C(=O)(C(F)(F)F)O.C(Cl)Cl (TFA DCM). Product: OC(=O)C(F)(F)F.CC1=NC(=CC=C1N1C(N(C(C1)C(=O)O)C)=O)C (1-(2,6-dimethyl-3-pyridinyl)-3-methyl-2-oxo-4-imidazolidinecarboxylic acid TFA salt). Reaction SMILES: [CH3:1][C:2]1[C:7]([N:8]2[CH2:12][CH:11]([C:13]([O:15]C(C)(C)C)=[O:14])[N:10]([CH3:20])[C:9]2=[O:21])=[CH:6][CH:5]=[C:4]([CH3:22])[N:3]=1.[C:23]([OH:29])([C:25]([F:28])([F:27])[F:26])=[O:24].C(Cl)Cl>>[OH:29][C:23]([C:25]([F:28])([F:27])[F:26])=[O:24].[CH3:1][C:2]1[C:7]([N:8]2[CH2:12][CH:11]([C:13]([OH:15])=[O:14])[N:10]([CH3:20])[C:9]2=[O:21])=[CH:6][CH:5]=[C:4]([CH3:22])[N:3]=1 |f:1.2,3.4|. Procedure details: A solution of 1,1-dimethylethyl 3-methyl-2-oxo-4-imidazolidinecarboxylate (600 mg, 3.00 mmol) (prepared as described in step (iii) of Example 13, starting from (4S)-2-oxo-3-{[(phenylmethyl)oxy]carbonyl}-4-imidazolidinecarboxylic acid) and 3-bromo-2,6-dimethylpyridine (557 mg, 3.00 mmol) in 1,4-dioxane (20 ml) was treated with cesium carbonate (1464 mg, 4.49 mmol), Xantphos™ (130 mg, 0.225 mmol) and tris(dibenzylideneacetone)dipalladium(0) (68.6 mg, 0.075 mmol) and the mixture was heated at reflu... Yield: 75.0%. Reagents/catalysts: C(C)N(CC)CC (triethylamine). The reactants are ClC1=CC(=C(C=C1)O)C=NOCC#C (4-chloro-2-[(2-propynoxyimino)methyl]phenol), CN=C=O (methyl isocyanate). The product is CNC(OC1=C(C=C(C=C1)Cl)C=NOCC#C)=O (4-chloro-2-[(2-propynoxyimino)methyl]phenyl methylcarbamate). Solvent: C(Cl)Cl (methylene chloride), O (water). As a reaction SMILES: [Cl:1][C:2]1[CH:7]=[CH:6][C:5]([OH:8])=[C:4]([CH:9]=[N:10][O:11][CH2:12][C:13]#[CH:14])[CH:3]=1.[CH3:15][N:16]=[C:17]=[O:18]>C(N(CC)CC)C.C(Cl)Cl.O>[CH3:15][NH:16][C:17](=[O:18])[O:8][C:5]1[CH:6]=[CH:7][C:2]([Cl:1])=[CH:3][C:4]=1[CH:9]=[N:10][O:11][CH2:12][C:13]#[CH:14]. Procedure details: A solution of 2.4 grams (0.011 mole) of 4-chloro-2-[(2-propynoxyimino)methyl]phenol (Example 1 product), 0.7 gram (0.013 mole) of methyl isocyanate and three drops of triethylamine in 50 ml of methylene chloride was stirred at ambient temperature for 16 hours. The reaction mixture was concentrated under reduced pressure to give a residual solid. The residue was recrystallized from toluene-hexane to give a solid; mp 97°-100° . The solid was slurried in hot water and collected by filtration. A sec...